This data is from the Open Reaction Database (ORD), a public repository of structured organic reaction records. The task is: describe an organic reaction: reactants, conditions, products, and yield Product: C(C)(=O)NCC1CN(C(O1)=O)C1=CC2=C(CN(CCC2)C2=C(C=C3C(C(=CN(C3=C2F)C2CC2)C(=O)O)=O)F)C=C1 (7-{7-[5-(Acetylamino-methyl)-2-oxo-oxazolidin-3-yl]-1,3,4,5-tetrahydro-benzo[c]azepin-2-yl}-1-cyclopropyl-6,8-difluoro-4-oxo-1,4-dihydro-quinoline-3-carboxylic Acid). Procedure: The title compound was prepared in a procedure analogous to that used in Example 6, using N-[2-Oxo-3-(2,3,4,5-tetrahydro-1H-benzo[c]azepin-7-yl)-oxazolidin-5-ylmethyl]-acetamide (0.25 g) and 1-Cyclopropyl-6,7,8-trifluoro-4-oxo-1,4-dihydro-quinoline-3-carboxylic acid (0.23 g). The product was triturated with EtOH to purify. MS (APCI)AP+, 567. NMR (DMSO6)1.1-1.22 (m, 4H), 1.78 (s, 3H), 1.87 (brm, 2H), 3.0 (brs, 2H), 3.38 (t, 2H), 3.7 (m, 3H), 4.04 (t, 2H), 4.43 (s, 2H), 4.61 (m, 1H), 7.13 (d, 1H),... As a reaction SMILES: [O:1]=[C:2]1[N:6]([C:7]2[CH:17]=[CH:16][C:10]3[CH2:11][NH:12][CH2:13][CH2:14][CH2:15][C:9]=3[CH:8]=2)[CH2:5][CH:4]([CH2:18][NH:19][C:20](=[O:22])[CH3:21])[O:3]1.[CH:23]1([N:26]2[C:35]3[C:30](=[CH:31][C:32]([F:38])=[C:33](F)[C:34]=3[F:36])[C:29](=[O:39])[C:28]([C:40]([OH:42])=[O:41])=[CH:27]2)[CH2:25][CH2:24]1>>[C:20]([NH:19][CH2:18][CH:4]1[O:3][C:2](=[O:1])[N:6]([C:7]2[CH:17]=[CH:16][C:10]3[CH2:11][N:12]([C:33]4[C:34]([F:36])=[C:35]5[C:30]([C:29](=[O:39])[C:28]([C:40]([OH:42])=[O:41])=[CH:27][N:26]5[CH:23]5[CH2:25][CH2:24]5)=[CH:31][C:32]=4[F:38])[CH2:13][CH2:14][CH2:15][C:9]=3[CH:8]=2)[CH2:5]1)(=[O:22])[CH3:21]. Reactants: O=C1OC(CN1C1=CC2=C(CNCCC2)C=C1)CNC(C)=O (N-[2-Oxo-3-(2,3,4,5-tetrahydro-1H-benzo[c]azepin-7-yl)-oxazolidin-5-ylmethyl]-acetamide), C1(CC1)N1C=C(C(C2=CC(=C(C(=C12)F)F)F)=O)C(=O)O (1-Cyclopropyl-6,7,8-trifluoro-4-oxo-1,4-dihydro-quinoline-3-carboxylic acid). Reactants: C(=NC1CCCCC1)=NC1CCCCC1, CCOC(C)=O, CS(C)=O, CC(CCCO)(c1ccc(OCc2ccc3ccccc3n2)cc1)c1ccc(OCc2ccc3ccccc3n2)cc1. The product is CC(CCC=O)(c1ccc(OCc2ccc3ccccc3n2)cc1)c1ccc(OCc2ccc3ccccc3n2)cc1. RXN SMILES: [CH2:43]1[CH2:44][CH2:45][CH:46]([N:47]=[C:48]=[N:49][CH:50]2[CH2:51][CH2:52][CH2:53][CH2:54][CH2:55]2)[CH2:56][CH2:57]1.[CH3:58][CH2:59][O:60][C:61](=[O:62])[CH3:63].[CH3:64][S:65]([CH3:66])=[O:67].[n:1]1[c:2]([CH2:11][O:12][c:13]2[cH:14][cH:15][c:16]([C:19]([CH2:20][CH2:21][CH2:22][OH:23])([CH3:24])[c:25]3[cH:26][cH:27][c:28]([O:31][CH2:32][c:33]4[n:34][c:35]5[cH:36][cH:37][cH:38][cH:39][c:40]5[cH:41][cH:42]4)[cH:29][cH:30]3)[cH:17][cH:18]2)[cH:3][cH:4][c:5]2[cH:6][cH:7][cH:8][cH:9][c:10]12>>[n:1]1[c:2]([CH2:11][O:12][c:13]2[cH:14][cH:15][c:16]([C:19]([CH2:20][CH2:21][CH:22]=[O:23])([CH3:24])[c:25]3[cH:26][cH:27][c:28]([O:31][CH2:32][c:33]4[n:34][c:35]5[cH:36][cH:37][cH:38][cH:39][c:40]5[cH:41][cH:42]4)[cH:29][cH:30]3)[cH:17][cH:18]2)[cH:3][cH:4][c:5]2[cH:6][cH:7][cH:8][cH:9][c:10]12. Starting materials: C1COCCN1, CS(C)=O, CN(C)C=O, CCOc1ccc(-c2nc(-c3ccc(Cl)c([N+](=O)[O-])c3)cs2)cc1OCC. The product is CCOc1ccc(-c2nc(-c3ccc(N4CCOCC4)c([N+](=O)[O-])c3)cs2)cc1OCC. As a reaction SMILES: [CH2:28]1[CH2:29][O:30][CH2:31][CH2:32][NH:33]1.[CH3:34][S:35](=[O:36])[CH3:37].[CH3:38][N:39]([CH3:40])[CH:41]=[O:42].[Cl:1][c:2]1[c:3]([N+:25](=[O:26])[O-:27])[cH:4][c:5](-[c:8]2[n:9][c:10](-[c:13]3[cH:14][c:15]([O:22][CH2:23][CH3:24])[c:16]([O:19][CH2:20][CH3:21])[cH:17][cH:18]3)[s:11][cH:12]2)[cH:6][cH:7]1>>[c:2]1([N:33]2[CH2:28][CH2:29][O:30][CH2:31][CH2:32]2)[c:3]([N+:25](=[O:26])[O-:27])[cH:4][c:5](-[c:8]2[n:9][c:10](-[c:13]3[cH:14][c:15]([O:22][CH2:23][CH3:24])[c:16]([O:19][CH2:20][CH3:21])[cH:17][cH:18]3)[s:11][cH:12]2)[cH:6][cH:7]1. Starting materials: COS(=O)(=O)[O-].N1(N=CN=C1)C=1C=C2C(=CN1)NC=C2C[N+](C)(C)C ([5-(1,2,4-triazol-1-yl)-1H-pyrrolo[2,3-c]pyridin-3-yl]methyl-N,N,N-trimethylammonium methylsulphate), [C-]#N.[K+] (potassium cyanide), [C-]#N.[K+] (potassium cyanide), [C-]#N.[K+] (potassium cyanide). Solvent: O (water), O (water). Conditions: temperature 70 celsius, time 20 minute. The product is N1(N=CN=C1)C=1C=C2C(=CN1)NC=C2CC#N (2-(5-(1,2,4-Triazol-1-yl)-1H-pyrrolo[2,3-c]pyridin-3-yl)acetonitrile). The yield is 63.9%. As a reaction SMILES: COS([O-])(=O)=O.[N:7]1([C:12]2[CH:13]=[C:14]3[C:20]([CH2:21][N+](C)(C)C)=[CH:19][NH:18][C:15]3=[CH:16][N:17]=2)[CH:11]=[N:10][CH:9]=[N:8]1.[C-:26]#[N:27].[K+]>O>[N:7]1([C:12]2[CH:13]=[C:14]3[C:20]([CH2:21][C:26]#[N:27])=[CH:19][NH:18][C:15]3=[CH:16][N:17]=2)[CH:11]=[N:10][CH:9]=[N:8]1 |f:0.1,2.3|. Reported procedure: To a solution of N-([5-(1,2,4-triazol-1-yl)-1H-pyrrolo[2,3-c]pyridin-3-yl]methyl-N,N,N-trimethylammonium methylsulphate (0.56 g, 1.5 mmol) in water (4ml) was added a solution of potassium cyanide (0.239 g, 3.7 mmol) in water (2ml). This mixture was heated at 70° C. for 1 h. Further potassium cyanide (80mg, 1.2 mmol) was added and the mixture heated for another hour at 70° C. Further potassium cyanide (80mg, 1.2 mmol) was added and the mixture heated at 70° C. for 1 hour and then at 100° C. for 2... Reactants: ClC(=O)OC=C (Vinyl chloroformate), C(C1=CC=CC=C1)N1CC2C(CCC(C2C1)=O)(C1=CC=CC=C1)C1=CC=CC=C1 ((3aRS,7aRS)-2-benzyl-7,7-diphenyl-4-perhydroisoindolone), C(C)(C)OC(C)C (isopropyl ether). Run in ClCCCl (1,2-dichloroethane). Reaction conditions: time 30 minute. Yields the product C1(=CC=CC=C1)C1(CCC(C2CN(CC12)C(=O)OC=C)=O)C1=CC=CC=C1 ((3aRS,7aRS)-7,7-diphenyl-2-vinyloxycarbonyl-4-perhydroisoindolone). RXN SMILES: Cl[C:2]([O:4][CH:5]=[CH2:6])=[O:3].C([N:14]1[CH2:22][CH:21]2[CH:16]([C:17]([C:30]3[CH:35]=[CH:34][CH:33]=[CH:32][CH:31]=3)([C:24]3[CH:29]=[CH:28][CH:27]=[CH:26][CH:25]=3)[CH2:18][CH2:19][C:20]2=[O:23])[CH2:15]1)C1C=CC=CC=1.C(OC(C)C)(C)C>ClCCCl>[C:30]1([C:17]2([C:24]3[CH:29]=[CH:28][CH:27]=[CH:26][CH:25]=3)[CH:16]3[CH:21]([CH2:22][N:14]([C:2]([O:4][CH:5]=[CH2:6])=[O:3])[CH2:15]3)[C:20](=[O:23])[CH2:19][CH2:18]2)[CH:31]=[CH:32][CH:33]=[CH:34][CH:35]=1. Procedure: Vinyl chloroformate (56 cc) is added dropwise in the course of 10 minutes to a solution of (3aRS,7aRS)-2-benzyl-7,7-diphenyl-4-perhydroisoindolone (193 g) in 1,2-dichloroethane (1,225 cc) cooled to +5° C. After stirring for 30 minutes at between 10° and 20° C., the reaction mixture is refluxed for 90 minutes, cooled and concentrated to dryness under reduced pressure (2.7 kPa then 1 kPa). The crystalline mass obtained is pounded with cold isopropyl ether (200 cc). The crystals obtained are draine... The reactants are ClC(=O)OCC1=CC=CC=C1 (Benzyl chloroformate), C(=O)(OCC1=CC=CC=C1)NC1=CC(=C(C=C1)C1(CN(C1)C(C1=CC=CC=C1)C1=CC=CC=C1)O)F (3-(N-Carbobenzyloxy-3-fluoroanilin-4-yl)-3-hydroxy-1-(1,1-diphenylmethyl)azetidine). Solvent: C1=CC=CC=C1 (benzene). The product is C(=O)(OCC1=CC=CC=C1)N1CC(C1)(O)C1=C(C=C(NC(=O)OCC2=CC=CC=C2)C=C1)F (N-Carbobenzyloxy-3-(N-carbobenzyloxy-3-fluoroanilin-4-yl)-3-hydroxyazetidine). RXN SMILES: Cl[C:2]([O:4][CH2:5][C:6]1[CH:11]=[CH:10][CH:9]=[CH:8][CH:7]=1)=[O:3].[C:12]([NH:22][C:23]1[CH:28]=[CH:27][C:26]([C:29]2([OH:46])[CH2:32][N:31](C(C3C=CC=CC=3)C3C=CC=CC=3)[CH2:30]2)=[C:25]([F:47])[CH:24]=1)([O:14][CH2:15][C:16]1[CH:21]=[CH:20][CH:19]=[CH:18][CH:17]=1)=[O:13]>C1C=CC=CC=1>[C:2]([N:31]1[CH2:32][C:29]([C:26]2[CH:27]=[CH:28][C:23]([NH:22][C:12]([O:14][CH2:15][C:16]3[CH:21]=[CH:20][CH:19]=[CH:18][CH:17]=3)=[O:13])=[CH:24][C:25]=2[F:47])([OH:46])[CH2:30]1)([O:4][CH2:5][C:6]1[CH:11]=[CH:10][CH:9]=[CH:8][CH:7]=1)=[O:3]. Procedure details: Benzyl chloroformate (3.8 mL, 26.6 mmol) was added to a solution of 3-(N-carbobenzyloxy-3-fluoroanilin-4-yl)-3-hydroxy-1-(1,1-diphenylmethyl)azetidine (Example 81, Step 2, 1.60 g, 3.32 mmol) in benzene (30 mL) and then heated under reflux under nitrogen for 2 hr. The benzene was evaporated and the residue chromatographed over silica gel (150 g, 40-60 μm) eluting with 20-60% ethyl acetate-hexane. The title compound was obtained as a white foam. 1H NMR δ (CDCl3): 3.32, 4.19, 4.42, 5.08, 5.17, 6.98...